This data is from the Open Reaction Database (ORD), a public repository of structured organic reaction records. The task is: describe an organic reaction: reactants, conditions, products, and yield Reactants: BrC=1C(=C(C(=O)O)C=CC1)F (3-bromo-2-fluorobenzoic acid). Run in C1CCOC1 (THF). Run at time 2 day. Product: BrC=1C(=C(C=CC1)CO)F ((3-bromo-2-fluorophenyl)methanol). Reaction SMILES: [Br:1][C:2]1[C:3]([F:11])=[C:4]([CH:8]=[CH:9][CH:10]=1)[C:5](O)=[O:6]>C1COCC1>[Br:1][C:2]1[C:3]([F:11])=[C:4]([CH2:5][OH:6])[CH:8]=[CH:9][CH:10]=1. Reported procedure: A cooled (0° C.) solution of 3-bromo-2-fluorobenzoic acid (Fluorochem; 500 mg; 2.28 mmol) in anhydrous THF (4 mL) was slowly treated with borane-tetrahydrofuran complex (3.42 mL; 1.00 M; 3.42 mmol) and the resulting solution was stirred at RT for 2 days. Borane-tetrahydrofuran complex (3.42 mL; 1.00 M; 3.42 mmol) was added and the reaction mixture was stirred at RT for a further 3 hours. The reaction was carefully quenched with water and the mixture was concentrated. The residue was dissolved in...